From a dataset of the Open Reaction Database (ORD), a public repository of structured organic reaction records. describe an organic reaction: reactants, conditions, products, and yield The reactants are [BH4-], CCO, CCOC(C)=O, [Cl-], N#CC1CC1C(=O)c1ccc(C(F)(F)F)cc1, [NH4+], [Na+]. The product is N#CC1CC1C(O)c1ccc(C(F)(F)F)cc1. Reaction SMILES: [BH4-:1].[CH3:22][CH2:23][OH:24].[CH3:25][CH2:26][O:27][C:28](=[O:29])[CH3:30].[Cl-:20].[F:3][C:4]([c:5]1[cH:6][cH:7][c:8]([C:9](=[O:10])[CH:11]2[CH:12]([C:14]#[N:15])[CH2:13]2)[cH:16][cH:17]1)([F:18])[F:19].[NH4+:21].[Na+:2]>>[F:3][C:4]([c:5]1[cH:6][cH:7][c:8]([CH:9]([OH:10])[CH:11]2[CH:12]([C:14]#[N:15])[CH2:13]2)[cH:16][cH:17]1)([F:18])[F:19].